Dataset: the Open Reaction Database (ORD), a public repository of structured organic reaction records. Task: describe an organic reaction: reactants, conditions, products, and yield Reactants: COc1cc2nccc(Cl)c2cc1OC, CC(C)(C)c1ccc(C(=O)c2ccc(O)cc2)cc1. Yields the product COc1cc2nccc(Oc3ccc(C(=O)c4ccc(C(C)(C)C)cc4)cc3)c2cc1OC. Reaction SMILES: [Cl:1][c:2]1[cH:3][cH:4][n:5][c:6]2[cH:7][c:8]([O:14][CH3:15])[c:9]([O:12][CH3:13])[cH:10][c:11]12.[OH:16][c:17]1[cH:18][cH:19][c:20]([C:23](=[O:24])[c:25]2[cH:26][cH:27][c:28]([C:31]([CH3:32])([CH3:33])[CH3:34])[cH:29][cH:30]2)[cH:21][cH:22]1>>[c:2]1([O:16][c:17]2[cH:18][cH:19][c:20]([C:23](=[O:24])[c:25]3[cH:26][cH:27][c:28]([C:31]([CH3:32])([CH3:33])[CH3:34])[cH:29][cH:30]3)[cH:21][cH:22]2)[cH:3][cH:4][n:5][c:6]2[cH:7][c:8]([O:14][CH3:15])[c:9]([O:12][CH3:13])[cH:10][c:11]12. Reactants: N1=CC=CC=C1 (pyridine), CN1N=CC(=C1)C1=NC=CC(=C1)OC=1C=CC(=NC1)N (5-((2-(1-methyl-1H-pyrazol-4-yl)pyridin-4-yl)oxy)pyridin-2-amine), C(=O)(Cl)Cl (phosgene), O1C[C@H](CC1)N1C(NCC1)=O ((S)-1-(tetrahydrofuran-3-yl)imidazolidin-2-one), N1=CC=CC=C1 (pyridine). Run in O (water), C(Cl)Cl (DCM), C(Cl)Cl (DCM), C(Cl)Cl (DCM). Conditions: temperature 0 celsius, time 0.5 hour. The product is CN1N=CC(=C1)C1=NC=CC(=C1)OC=1C=CC(=NC1)NC(=O)N1C(N(CC1)[C@@H]1COCC1)=O ((S)—N-(5-((2-(1-methyl-1H-pyrazol-4-yl)pyridin-4-yl)oxy)pyridin-2-yl)-2-oxo-3-(tetrahydrofuran-3-yl)imidazolidine-1-carboxamide). The yield is 44.5%. Reaction SMILES: [C:1](Cl)(Cl)=[O:2].[O:5]1[CH2:9][CH2:8][C@H:7]([N:10]2[CH2:14][CH2:13][NH:12][C:11]2=[O:15])[CH2:6]1.N1C=CC=CC=1.[CH3:22][N:23]1[CH:27]=[C:26]([C:28]2[CH:33]=[C:32]([O:34][C:35]3[CH:36]=[CH:37][C:38]([NH2:41])=[N:39][CH:40]=3)[CH:31]=[CH:30][N:29]=2)[CH:25]=[N:24]1>C(Cl)Cl.O>[CH3:22][N:23]1[CH:27]=[C:26]([C:28]2[CH:33]=[C:32]([O:34][C:35]3[CH:36]=[CH:37][C:38]([NH:41][C:11]([N:12]4[CH2:13][CH2:14][N:10]([C@H:7]5[CH2:8][CH2:9][O:5][CH2:6]5)[C:1]4=[O:2])=[O:15])=[N:39][CH:40]=3)[CH:31]=[CH:30][N:29]=2)[CH:25]=[N:24]1. Procedure: A 0° C. solution of phosgene (20% in toluene, 0.092 mL, 0.174 mmol) in DCM (2 mL) was treated slowly with a solution of Example B6 (26 mg, 0.166 mmol) and pyridine (0.027 mL, 0.331 mmol) in DCM (2 mL), stirred at 0° C. for 0.5 h, then concentrated to dryness. The residue was dissolved in DCM (2 mL), treated with pyridine (0.0400 mL, 0.495 mmol), cooled to 0° C., treated slowly with a solution of Example A2 (36 mg, 0.165 mmol) in DCM (2 mL), warmed to RT and stirred for 1.5 h. The mixture was dil... The reactants are Cl.COC=1C=C(C=CC1OC)C=1C(C(N(N1)C1CCNCC1)=O)(CCC)C (5-(3,4-dimethoxyphenyl)-4-methyl-2-piperidin-4-yl-4-propyl-2,4-dihydro-3H-pyrazol-3-one hydrochloride), C(C1=CC=CC=C1)OC=1C=CC(=C(C(=O)O)C1)C (5-(benzyloxy)-2-methylbenzoic acid), Cl.COC=1C=C(C=CC1OC)C=1C(C(N(N1)C1CCNCC1)=O)(CCC)C (5-(3,4-dimethoxyphenyl)-4-methyl-2-piperidin-4-yl-4-propyl-2,4-dihydro-3H-pyrazol-3-one hydrochloride), C(C1=CC=CC=C1)OC=1C=CC(=C(C(=O)O)C1)C (5-(benzyloxy)-2-methylbenzoic acid). The product is C(C1=CC=CC=C1)OC=1C=CC(=C(C1)C(=O)N1CCC(CC1)N1N=C(C(C1=O)(CCC)C)C1=CC(=C(C=C1)OC)OC)C (2-(1-{[5-(Benzyloxy)-2-methylphenyl]carbonyl}piperidin-4-yl)-5-(3,4-dimethoxyphenyl)-4-methyl-4-propyl-2,4-dihydro-3H-pyrazol-3-one). As a reaction SMILES: Cl.[CH3:2][O:3][C:4]1[CH:5]=[C:6]([C:12]2[C:13]([CH3:27])([CH2:24][CH2:25][CH3:26])[C:14](=[O:23])[N:15]([CH:17]3[CH2:22][CH2:21][NH:20][CH2:19][CH2:18]3)[N:16]=2)[CH:7]=[CH:8][C:9]=1[O:10][CH3:11].[CH2:28]([O:35][C:36]1[CH:37]=[CH:38][C:39]([CH3:45])=[C:40]([CH:44]=1)[C:41](O)=[O:42])[C:29]1[CH:34]=[CH:33][CH:32]=[CH:31][CH:30]=1>>[CH2:28]([O:35][C:36]1[CH:37]=[CH:38][C:39]([CH3:45])=[C:40]([C:41]([N:20]2[CH2:21][CH2:22][CH:17]([N:15]3[C:14](=[O:23])[C:13]([CH3:27])([CH2:24][CH2:25][CH3:26])[C:12]([C:6]4[CH:7]=[CH:8][C:9]([O:10][CH3:11])=[C:4]([O:3][CH3:2])[CH:5]=4)=[N:16]3)[CH2:18][CH2:19]2)=[O:42])[CH:44]=1)[C:29]1[CH:30]=[CH:31][CH:32]=[CH:33][CH:34]=1 |f:0.1|. Reported procedure: The title compound is prepared analogously as described for GP2-WU2 using 5-(3,4-dimethoxyphenyl)-4-methyl-2-piperidin-4-yl-4-propyl-2,4-dihydro-3H-pyrazol-3-one (compound B8) and 5-(benzyloxy)-2-methylbenzoic acid (compound F1) as starting compounds. The crude product is purified by chromatography (amino phase silica gel and DCM) and by a second chromatography (silica gel and cyclohexane/EA=6:4) to yield the title compound.